The task is: describe an organic reaction: reactants, conditions, products, and yield. This data is from the Open Reaction Database (ORD), a public repository of structured organic reaction records. The reactants are C(C1=CC=CC=C1)N1C2C(N(CC2CC1)C(=O)OCC)C (ethyl 2-benzyl-8-methyl-2,7-diazabicyclo[3.3.0]octane-7-carboxylate). Reagents/catalysts: [Pd] (palladium). The solvent is C(C)O (ethanol). The product is CC1N(CC2CCNC12)C(=O)OCC (Ethyl 8-methyl-2,7-diazabicyclo[3.3.0]octane-7-carboxylate). As a reaction SMILES: C([N:8]1[CH2:15][CH2:14][CH:13]2[CH:9]1[CH:10]([CH3:21])[N:11]([C:16]([O:18][CH2:19][CH3:20])=[O:17])[CH2:12]2)C1C=CC=CC=1>C(O)C.[Pd]>[CH3:21][CH:10]1[CH:9]2[CH:13]([CH2:14][CH2:15][NH:8]2)[CH2:12][N:11]1[C:16]([O:18][CH2:19][CH3:20])=[O:17]. Reported procedure: 16 g (55 mmol) of ethyl 2-benzyl-8-methyl-2,7-diazabicyclo[3.3.0]octane-7-carboxylate in 300 ml of ethanol are hydrogenated at 100° C. and 100 bar on 3 g of palladium-active carbon (10% Pd). The catalyst is filtered off with suction, the filtrate is concentrated and the residue is distilled. Starting materials: ClCCC(C(=O)OCC)(C)C (ethyl 4-chloro-2,2-dimethylbutyrate), [S-]C#N.[K+] (potassium thiocyanate). Run in O (water), CN(C=O)C (dimethylformamide). Reaction conditions: temperature 100 celsius, time 7 hour. Yields the product CC(C(=O)OCC)(CCSC#N)C (ethyl 2,2-dimethyl-4-thiocyanobutyrate). Isolated yield 65.9%. As a reaction SMILES: Cl[CH2:2][CH2:3][C:4]([CH3:11])([CH3:10])[C:5]([O:7][CH2:8][CH3:9])=[O:6].[S-:12][C:13]#[N:14].[K+]>CN(C)C=O.O>[CH3:10][C:4]([CH3:11])([CH2:3][CH2:2][S:12][C:13]#[N:14])[C:5]([O:7][CH2:8][CH3:9])=[O:6] |f:1.2|. Reported procedure: In 100 ml of dimethylformamide were dissolved 22.1 g of ethyl 4-chloro-2,2-dimethylbutyrate and 14.5 g of potassium thiocyanate and the solution was stirred at 100° C. for 7 hours. The reaction mixture was poured in 500 ml of water and extracted with ethyl ether. The extract was washed with water and dried (MgSO4) and the solvent was distilled off. The residue was subjected to vacuum distillation to provide 16.4 g of the title compound as colorless oil. b.p. 109°-111° C./0.3 mmHg Starting materials: CC(C)=O, O, N#Cc1cc(CO)cc(C(F)(F)F)c1. Yields the product N#Cc1cc(C(=O)O)cc(C(F)(F)F)c1. As a reaction SMILES: [CH3:15][C:16]([CH3:17])=[O:18].[OH2:19].[OH:1][CH2:2][c:3]1[cH:4][c:5]([C:6]#[N:7])[cH:8][c:9]([C:11]([F:12])([F:13])[F:14])[cH:10]1>>[O:1]=[C:2]([c:3]1[cH:4][c:5]([C:6]#[N:7])[cH:8][c:9]([C:11]([F:12])([F:13])[F:14])[cH:10]1)[OH:18]. The reactants are Cl (hydrochloric acid), O (water), [OH-].[Na+] (NaOH), COC(C1=CC(=C(C=C1)F)OCCC1=CC=C(C=C1)Cl)=O (3-[2-(4-Chloro-phenyl)-ethoxy]-4-fluoro-benzoic acid methyl ester). Yields the product ClC1=CC=C(C=C1)CCOC=1C=C(C(=O)O)C=CC1F (3-[2-(4-Chloro-phenyl)-ethoxy]-4-fluoro-benzoic acid). Reaction conditions: temperature 60 celsius, time 30 minute. The solvent is O1CCOCC1 (dioxan). As a reaction SMILES: C[O:2][C:3](=[O:21])[C:4]1[CH:9]=[CH:8][C:7]([F:10])=[C:6]([O:11][CH2:12][CH2:13][C:14]2[CH:19]=[CH:18][C:17]([Cl:20])=[CH:16][CH:15]=2)[CH:5]=1.O.[OH-].[Na+].Cl>O1CCOCC1>[Cl:20][C:17]1[CH:16]=[CH:15][C:14]([CH2:13][CH2:12][O:11][C:6]2[CH:5]=[C:4]([CH:9]=[CH:8][C:7]=2[F:10])[C:3]([OH:21])=[O:2])=[CH:19][CH:18]=1 |f:2.3|. Procedure details: 0.75 g (2.43 mmol) of 3-[2-(4-Chloro-phenyl)-ethoxy]-4-fluoro-benzoic acid methyl ester was dissolved in 25 ml of dioxan. 5 ml of water and 2N aqueous NaOH was added to the solution to give a pH of 13. The reaction solution was heated at 60° C. for 2 h. The reaction solution was cooled to 0° C. and concentrated hydrochloric acid was added to give a pH of 1-2, whereupon the product precipitated from solution. The suspension was stirred for 30 min, then the product was filtered off and dried under... Starting materials: FCCCBr, O=C([O-])[O-], O=C(OCc1ccccc1)C(Cc1ccc(O)cc1)NC(=O)C1CCCCN1S(=O)(=O)c1cccc(F)c1, CCOC(C)=O, [Cs+], [Cs+], CN(C)C=O. The product is O=C(OCc1ccccc1)C(Cc1ccc(OCCCF)cc1)NC(=O)C1CCCCN1S(=O)(=O)c1cccc(F)c1. Reaction SMILES: [Br:1][CH2:2][CH2:3][CH2:4][F:5].[C:44](=[O:45])([O-:46])[O-:47].[CH2:6]([c:7]1[cH:8][cH:9][cH:10][cH:11][cH:12]1)[O:13][C:14]([CH:15]([CH2:16][c:17]1[cH:18][cH:19][c:20]([OH:23])[cH:21][cH:22]1)[NH:24][C:25](=[O:26])[CH:27]1[N:28]([S:33](=[O:34])(=[O:35])[c:36]2[cH:37][c:38]([F:42])[cH:39][cH:40][cH:41]2)[CH2:29][CH2:30][CH2:31][CH2:32]1)=[O:43].[CH3:55][CH2:56][O:57][C:58](=[O:59])[CH3:60].[Cs+:48].[Cs+:49].[O:50]=[CH:51][N:52]([CH3:53])[CH3:54]>>[CH2:2]([CH2:3][CH2:4][F:5])[O:23][c:20]1[cH:19][cH:18][c:17]([CH2:16][CH:15]([C:14]([O:13][CH2:6][c:7]2[cH:8][cH:9][cH:10][cH:11][cH:12]2)=[O:43])[NH:24][C:25](=[O:26])[CH:27]2[N:28]([S:33](=[O:34])(=[O:35])[c:36]3[cH:37][c:38]([F:42])[cH:39][cH:40][cH:41]3)[CH2:29][CH2:30][CH2:31][CH2:32]2)[cH:22][cH:21]1. Starting materials: C(=O)(O)[O-].[Na+] (NaHCO3), O[C@H]1[C@@H]([C@@H]2[C@@H](OC(C2)=O)C1)CC[C@H](COC1=CC(=CC=C1)C(F)(F)F)O ((3aR, 4R, 5R, 6aS)-5-Hydroxy-4-[(3R)-4-(3-trifluoromethylphenoxy)-3-hydroxy-1-butyl]-hexahydro-2H-cyclopenta[b]furan-2-one), ptoluenesulfonic acid monohydrate, O1CCCC=C1 (3,4-dihydro-2H-pyran). Solvent: C(Cl)Cl (CH2Cl2). Conditions: temperature 0 celsius, time 2 hour. Yields the product O1C(CCCC1)O[C@H]1[C@@H]([C@@H]2[C@@H](OC(C2)=O)C1)CC[C@H](COC1=CC(=CC=C1)C(F)(F)F)OC1OCCCC1 ((3aR, 4R, 5R, 6aS)-5-(Tetrahydropyran-2-yloxy)-4-[(3R)-4-(3-trifluoromethylphenoxy)-3-(tetrahydropyran-2-yloxy)-1-butyl]-hexahydro-2H-cyclopenta[b]furan-2-one). RXN SMILES: [OH:1][C@@H:2]1[CH2:10][C@@H:5]2[O:6][C:7](=[O:9])[CH2:8][C@@H:4]2[C@H:3]1[CH2:11][CH2:12][C@@H:13]([OH:26])[CH2:14][O:15][C:16]1[CH:21]=[CH:20][CH:19]=[C:18]([C:22]([F:25])([F:24])[F:23])[CH:17]=1.[O:27]1[CH:32]=[CH:31][CH2:30][CH2:29][CH2:28]1.[C:33]([O-:36])(O)=O.[Na+]>C(Cl)Cl>[O:27]1[CH2:28][CH2:29][CH2:30][CH2:31][CH:32]1[O:1][C@@H:2]1[CH2:10][C@@H:5]2[O:6][C:7](=[O:9])[CH2:8][C@@H:4]2[C@H:3]1[CH2:11][CH2:12][C@@H:13]([O:26][CH:4]1[CH2:3][CH2:2][CH2:10][CH2:33][O:36]1)[CH2:14][O:15][C:16]1[CH:21]=[CH:20][CH:19]=[C:18]([C:22]([F:25])([F:23])[F:24])[CH:17]=1 |f:2.3|. Reported procedure: A mixture of 1.2 g (3.2 mmol) of diol 26 and 0.05 g of ptoluenesulfonic acid monohydrate in 100 mL of CH2Cl2 at 0° C. was treated with 3,4-dihydro-2H-pyran (1.1 ml, 12 mmol) and the solution was stirred for 2 h at 0° C. After pouring into saturated NaHCO3, phases were separated and the organic layer was dried over MgSO4, filtered, concentrated, and purified by chromatography on silica gel (1/1, hexanes/EtOAc) to afford 1.1 g of 27 as a clear, colorless oil. 1H NMR (CDCl3) δ 8.04 (dd, J=7.0, 1.6,...